Dataset: the Open Reaction Database (ORD), a public repository of structured organic reaction records. Task: describe an organic reaction: reactants, conditions, products, and yield Reactants: CC(C)CCOC(=O)CCc1cc(C(=O)c2cc(C(=O)CC(C)C)cn2CCC(C)C)ccc1OCCC(C)C, CCO, ClC(Cl)Cl, Cl, [Na+], [OH-], O. Product: CC(C)CCOc1ccc(C(=O)c2cc(C(=O)CC(C)C)cn2CCC(C)C)cc1CCC(=O)O. RXN SMILES: [CH2:1]([CH2:2][CH:3]([CH3:4])[CH3:5])[n:6]1[c:7]([C:17](=[O:18])[c:19]2[cH:20][cH:21][c:22]([O:35][CH2:36][CH2:37][CH:38]([CH3:39])[CH3:40])[c:23]([CH2:25][CH2:26][C:27](=[O:28])[O:29][CH2:30][CH2:31][CH:32]([CH3:33])[CH3:34])[cH:24]2)[cH:8][c:9]([C:11]([CH2:12][CH:13]([CH3:14])[CH3:15])=[O:16])[cH:10]1.[CH3:45][CH2:46][OH:47].[CH:48]([Cl:49])([Cl:50])[Cl:51].[ClH:44].[Na+:42].[OH-:41].[OH2:43]>>[CH2:1]([CH2:2][CH:3]([CH3:4])[CH3:5])[n:6]1[c:7]([C:17](=[O:18])[c:19]2[cH:20][cH:21][c:22]([O:35][CH2:36][CH2:37][CH:38]([CH3:39])[CH3:40])[c:23]([CH2:25][CH2:26][C:27](=[O:28])[OH:29])[cH:24]2)[cH:8][c:9]([C:11]([CH2:12][CH:13]([CH3:14])[CH3:15])=[O:16])[cH:10]1. The reactants are Cc1cccc(C(=O)O)c1, Cl, Cc1nc2cccc(CN)c2c(=O)n1C1CCC(=O)NC1=O, CN(C)C=O. Yields the product Cc1cccc(C(=O)NCc2cccc3nc(C)n(C4CCC(=O)NC4=O)c(=O)c23)c1. RXN SMILES: [CH3:1][c:2]1[cH:3][cH:4][cH:5][c:6]([C:8]([OH:9])=[O:10])[cH:7]1.[ClH:11].[NH2:12][CH2:13][c:14]1[c:15]2[c:16](=[O:33])[n:17]([CH:25]3[C:26](=[O:32])[NH:27][C:28](=[O:31])[CH2:29][CH2:30]3)[c:18]([CH3:24])[n:19][c:20]2[cH:21][cH:22][cH:23]1.[O:34]=[CH:35][N:36]([CH3:37])[CH3:38]>>[CH3:1][c:2]1[cH:3][cH:4][cH:5][c:6]([C:8](=[O:10])[NH:12][CH2:13][c:14]2[c:15]3[c:16](=[O:33])[n:17]([CH:25]4[C:26](=[O:32])[NH:27][C:28](=[O:31])[CH2:29][CH2:30]4)[c:18]([CH3:24])[n:19][c:20]3[cH:21][cH:22][cH:23]2)[cH:7]1.